describe an organic reaction: reactants, conditions, products, and yield From a dataset of the Open Reaction Database (ORD), a public repository of structured organic reaction records. The reactants are Intermediate 126, NC(=S)N1CCC(CC1)NC(OC(C)(C)C)=O (tert-butyl [1-(aminocarbonothioyl)piperidin-4-yl]carbamate), NC(=S)N1CCC(CC1)NC(OC(C)(C)C)=O (tert-butyl [1-(aminocarbonothioyl)piperidin-4-yl]carbamate), ClC(C(=O)OCC)C(CN1C(C2=CC=CC=C2C1=O)=O)=O (ethyl 2-chloro-4-(1,3-dioxo-1,3-dihydro-2H-isoindol-2-yl)-3-oxobutanoate), ClC(C(=O)OCC)C(CN1C(C2=CC=CC=C2C1=O)=O)=O (ethyl 2-chloro-4-(1,3-dioxo-1,3-dihydro-2H-isoindol-2-yl)-3-oxobutanoate). Product: Cl.NC1CCN(CC1)C=1SC(=C(N1)CN1C(C2=CC=CC=C2C1=O)=O)C(=O)OCC (Ethyl 2-(4-aminopiperidin-1-yl)-4-[(1,3-dioxo-1,3-dihydro-2H-isoindol-2-yl)methyl]-1,3-thiazole-5-carboxylate hydrochloride). As a reaction SMILES: [NH2:1][C:2]([N:4]1[CH2:9][CH2:8][CH:7]([NH:10]C(=O)OC(C)(C)C)[CH2:6][CH2:5]1)=[S:3].[Cl:18][CH:19]([C:25](=O)[CH2:26][N:27]1[C:35](=[O:36])[C:34]2[C:29](=[CH:30][CH:31]=[CH:32][CH:33]=2)[C:28]1=[O:37])[C:20]([O:22][CH2:23][CH3:24])=[O:21]>>[ClH:18].[NH2:10][CH:7]1[CH2:6][CH2:5][N:4]([C:2]2[S:3][C:19]([C:20]([O:22][CH2:23][CH3:24])=[O:21])=[C:25]([CH2:26][N:27]3[C:35](=[O:36])[C:34]4[C:29](=[CH:30][CH:31]=[CH:32][CH:33]=4)[C:28]3=[O:37])[N:1]=2)[CH2:9][CH2:8]1 |f:2.3|. Reported procedure: The title compound was prepared in a manner analogous to Intermediate 126 starting from tert-butyl [1-(aminocarbonothioyl)piperidin-4-yl]carbamate (Intermediate 125) and ethyl 2-chloro-4-(1,3-dioxo-1,3-dihydro-2H-isoindol-2-yl)-3-oxobutanoate (Intermediate 35). Reactants: CON=C(C1=CC=C(C=C1)F)C1=CC=C(C=C1)F (4,4′-difluorobenzophenone O-methyloxime), C(#N)[BH3-].[Na+] (sodium cyanoborohydride), 1-B. The product is FC1=CC=C(C=C1)C(NOC)C1=CC=C(C=C1)F (N-[Bis-(4-fluoro-phenyl)-methyl]-O-methyl-hydroxylamine), silica gel. The yield is 41.0%. RXN SMILES: [CH3:1][O:2][N:3]=[C:4]([C:12]1[CH:17]=[CH:16][C:15]([F:18])=[CH:14][CH:13]=1)[C:5]1[CH:10]=[CH:9][C:8]([F:11])=[CH:7][CH:6]=1.C([BH3-])#N.[Na+]>>[F:11][C:8]1[CH:9]=[CH:10][C:5]([CH:4]([C:12]2[CH:13]=[CH:14][C:15]([F:18])=[CH:16][CH:17]=2)[NH:3][O:2][CH3:1])=[CH:6][CH:7]=1 |f:1.2|. Reported procedure: Reduction of 4,4′-difluorobenzophenone O-methyloxime with sodium cyanoborohydride as described in the preparation of 1-B gave the title hydroxylamine as a clear oil after chromatography on silica gel (elution hexane-dichloromethane 1:1) (41% yield). 1HNMR 400 MHz (CDCl3) δ (ppm): 3.49 (3H, s, OCH3), 5.18 (1H, s, NCH), 5.8 (1H, broad, NH), 7.02 (4H, m, aromatics), 7.35 (4H, m, aromatics). The hydrochloride salt was obtained as a white solid: mp 162° C. (dec). Anal. calcd for C14H13F2NO—HCl: C, 58...